From a dataset of the Open Reaction Database (ORD), a public repository of structured organic reaction records. describe an organic reaction: reactants, conditions, products, and yield The reactants are CC(C)(C)[Si](C)(C)OCCONC(=O)c1cc(C=NO)c(F)c(F)c1Nc1ccc(I)cc1F, C1CCOC1, CCCC[N+](CCCC)(CCCC)CCCC, [F-], O. Yields the product O=C(NOCCO)c1cc(C=NO)c(F)c(F)c1Nc1ccc(I)cc1F. Reaction SMILES: [C:1]([Si:2]([CH3:3])([CH3:4])[O:6][CH2:7][CH2:8][O:9][NH:10][C:11]([c:12]1[c:13]([NH:23][c:24]2[c:25]([F:31])[cH:26][c:27]([I:30])[cH:28][cH:29]2)[c:14]([F:22])[c:15]([F:21])[c:16]([CH:18]=[N:19][OH:20])[cH:17]1)=[O:32])([CH3:5])([CH3:33])[CH3:34].[CH2:54]1[O:55][CH2:56][CH2:57][CH2:58]1.[CH3:36][CH2:37][CH2:38][CH2:39][N+:40]([CH2:41][CH2:42][CH2:43][CH3:44])([CH2:45][CH2:46][CH2:47][CH3:48])[CH2:49][CH2:50][CH2:51][CH3:52].[F-:35].[OH2:53]>>[OH:6][CH2:7][CH2:8][O:9][NH:10][C:11]([c:12]1[c:13]([NH:23][c:24]2[c:25]([F:31])[cH:26][c:27]([I:30])[cH:28][cH:29]2)[c:14]([F:22])[c:15]([F:21])[c:16]([CH:18]=[N:19][OH:20])[cH:17]1)=[O:32]. Procedure: 57.63 g (0.2 mole) of 4-(2,6-dichloroanilino)-3-thiophencarboxylic acid (dissolved in 350 ml of tetrahydrofuran) are added dropwise to a suspension of 7.59 g (0.2 mole) of lithium aluminum hydride in 170 ml of absolute tetrahydrofuran at 15° in the course of one hour, while stirring and under nitrogen. Stirring is then continued at room temperature for one hour. The reaction mixture is hydrolyzed with 2 liters of ice-cold water, acidified to pH 5 with dilute sulfuric acid and extracted with 1.5 ... The solvent is O1CCCC1 (tetrahydrofuran). The product is ClC1=C(NC=2C(=CSC2)CO)C(=CC=C1)Cl (4-(2,6-dichloroanilino)-3-thiophenmethanol). Reactants: S(O)(O)(=O)=O (sulfuric acid), ClC1=C(NC=2C(=CSC2)C(=O)O)C(=CC=C1)Cl (4-(2,6-dichloroanilino)-3-thiophencarboxylic acid), [H-].[Al+3].[Li+].[H-].[H-].[H-] (lithium aluminum hydride), ice. RXN SMILES: [Cl:1][C:2]1[CH:16]=[CH:15][CH:14]=[C:13]([Cl:17])[C:3]=1[NH:4][C:5]1[C:6]([C:10](O)=[O:11])=[CH:7][S:8][CH:9]=1.[H-].[Al+3].[Li+].[H-].[H-].[H-].S(=O)(=O)(O)O>O1CCCC1>[Cl:1][C:2]1[CH:16]=[CH:15][CH:14]=[C:13]([Cl:17])[C:3]=1[NH:4][C:5]1[C:6]([CH2:10][OH:11])=[CH:7][S:8][CH:9]=1 |f:1.2.3.4.5.6|. Conditions: time 1 hour. Reactants: COC1=NC(=C(C=C1CNC=1OC2=C(N1)C=CC=C2)CC)C (2-methoxy-3-{[(benzoxazol-2-yl)amino]methyl}-5-ethyl-6-methylpyridine), Cl.N1=CC=CC=C1 (pyridine hydrochloride). Run in O (water). Reaction conditions: temperature 150 celsius. Yields the product O1C(=NC2=C1C=CC=C2)NCC=2C(NC(=C(C2)CC)C)=O (3-{[(benzoxazol-2-yl)amino]-methyl}-5-ethyl-6-methyl-2-(1H)-pyridinone). RXN SMILES: C[O:2][C:3]1[C:8]([CH2:9][NH:10][C:11]2[O:12][C:13]3[CH:19]=[CH:18][CH:17]=[CH:16][C:14]=3[N:15]=2)=[CH:7][C:6]([CH2:20][CH3:21])=[C:5]([CH3:22])[N:4]=1.Cl.N1C=CC=CC=1>O>[O:12]1[C:13]2[CH:19]=[CH:18][CH:17]=[CH:16][C:14]=2[N:15]=[C:11]1[NH:10][CH2:9][C:8]1[C:3](=[O:2])[NH:4][C:5]([CH3:22])=[C:6]([CH2:20][CH3:21])[CH:7]=1 |f:1.2|. Procedure details: A mixture of 2-methoxy-3-{[(benzoxazol-2-yl)amino]methyl}-5-ethyl-6-methylpyridine (80 mg, 0.269 mmol) and pyridine hydrochloride (335 mg, 2.9 mmol), under a nitrogen atmosphere, was warmed in an oil bath pre-heated to 150° C. for 5 minutes. This solidified mixture was cooled, diluted with water and the crude precipitated product collected by filtration. This material was dissolved in methylene chloride, filtered through a charcoal pad and then diluted with hexane. As the methylene chloride was ... Starting materials: ClCCl, CC(C)(C)OC(=O)N1C(c2ccc(OCc3ccccc3F)cc2)CCC12CCNC2=O, O=C(O)C(F)(F)F. Yields the product O=C1NCCC12CCC(c1ccc(OCc3ccccc3F)cc1)N2. Reaction SMILES: [Cl:40][CH2:41][Cl:42].[F:1][c:2]1[c:3]([CH2:8][O:9][c:10]2[cH:11][cH:12][c:13]([CH:16]3[N:17]([C:26]([O:27][C:28]([CH3:29])([CH3:30])[CH3:31])=[O:32])[C:18]4([CH2:19][CH2:20]3)[C:21](=[O:25])[NH:22][CH2:23][CH2:24]4)[cH:14][cH:15]2)[cH:4][cH:5][cH:6][cH:7]1.[F:33][C:34]([F:35])([F:36])[C:37]([OH:38])=[O:39]>>[F:1][c:2]1[c:3]([CH2:8][O:9][c:10]2[cH:11][cH:12][c:13]([CH:16]3[NH:17][C:18]4([CH2:19][CH2:20]3)[C:21](=[O:25])[NH:22][CH2:23][CH2:24]4)[cH:14][cH:15]2)[cH:4][cH:5][cH:6][cH:7]1. The reactants are C1CCOC1, CS(=O)(=O)c1nccc(Oc2ccc(NC(=O)Nc3ccc(Cl)c(C(F)(F)F)c3)cc2)n1, NCCO. Yields the product O=C(Nc1ccc(Oc2ccnc(NCCO)n2)cc1)Nc1ccc(Cl)c(C(F)(F)F)c1. Reaction SMILES: [CH2:37]1[O:38][CH2:39][CH2:40][CH2:41]1.[Cl:1][c:2]1[c:3]([C:29]([F:30])([F:31])[F:32])[cH:4][c:5]([NH:8][C:9](=[O:10])[NH:11][c:12]2[cH:13][cH:14][c:15]([O:18][c:19]3[n:20][c:21]([S:25]([CH3:26])(=[O:27])=[O:28])[n:22][cH:23][cH:24]3)[cH:16][cH:17]2)[cH:6][cH:7]1.[NH2:33][CH2:34][CH2:35][OH:36]>>[Cl:1][c:2]1[c:3]([C:29]([F:30])([F:31])[F:32])[cH:4][c:5]([NH:8][C:9](=[O:10])[NH:11][c:12]2[cH:13][cH:14][c:15]([O:18][c:19]3[n:20][c:21]([NH:33][CH2:34][CH2:35][OH:36])[n:22][cH:23][cH:24]3)[cH:16][cH:17]2)[cH:6][cH:7]1. Reactants: COC(=O)C1=CC=C2[C@H](CCOC2=C1)O ((S)-methyl-4-hydroxyl-3,4-dihydro-2H-chromene-7-carboxylate), N1C=NC=C1 (imidazole), CC(C)(C)[Si](C)(C)Cl (TBSCl). Run in CN(C)C=O (DMF). Reaction conditions: time 24 hour. Yields the product [Si](C)(C)(C(C)(C)C)O[C@H]1CCOC2=CC(=CC=C12)C(=O)OC ((S)-methyl 4-(tert-butyldimethylsilyloxy)-3,4-dihydro-2H-chromene-7-carboxylate). RXN SMILES: [CH3:1][O:2][C:3]([C:5]1[CH:14]=[C:13]2[C:8]([C@@H:9]([OH:15])[CH2:10][CH2:11][O:12]2)=[CH:7][CH:6]=1)=[O:4].N1C=CN=C1.[CH3:21][C:22]([Si:25](Cl)([CH3:27])[CH3:26])([CH3:24])[CH3:23]>CN(C=O)C>[Si:25]([O:15][C@@H:9]1[C:8]2[C:13](=[CH:14][C:5]([C:3]([O:2][CH3:1])=[O:4])=[CH:6][CH:7]=2)[O:12][CH2:11][CH2:10]1)([C:22]([CH3:24])([CH3:23])[CH3:21])([CH3:27])[CH3:26]. Reported procedure: A mixture of (S)-methyl-4-hydroxyl-3,4-dihydro-2H-chromene-7-carboxylate (10.2 g, 49.0 mmol), imidazole (3.70 g, 53.9 mmol), and TBSCl (8.12 g, 53.9 mmol) in DMF (100 mL) was stirred for 24 h at RT. The reaction mixture was quenched with H2O and extracted with ether (3×). The organic extracts were dried over MgSO4, and concentrated to give a brown oil. 1H NMR (400 MHz, CDCl3): δ 0.74 (s, 15H), 1.81 (m, 1H), 1.91 (m, 1H), 3.87 (s, 3H), 4.02 (m, 1H), 4.11 (m, 1H), 4.67 (t, 5.2 Hz, 1H), 7.09 (s, 1H... Starting materials: CCOC(=O)C1(C(F)(F)F)CCN(C(=O)OC(C)(C)C)CC1, CCO, [Na+], [OH-]. Yields the product CC(C)(C)OC(=O)N1CCC(C(=O)O)(C(F)(F)F)CC1. Reaction SMILES: [C:1]([CH3:2])([CH3:3])([CH3:4])[O:5][C:6](=[O:7])[N:8]1[CH2:9][CH2:10][C:11]([C:14](=[O:15])[O:16][CH2:17][CH3:18])([C:19]([F:20])([F:21])[F:22])[CH2:12][CH2:13]1.[CH3:25][CH2:26][OH:27].[Na+:24].[OH-:23]>>[C:1]([CH3:2])([CH3:3])([CH3:4])[O:5][C:6](=[O:7])[N:8]1[CH2:9][CH2:10][C:11]([C:14](=[O:15])[OH:16])([C:19]([F:20])([F:21])[F:22])[CH2:12][CH2:13]1.